describe an organic reaction: reactants, conditions, products, and yield From a dataset of the Open Reaction Database (ORD), a public repository of structured organic reaction records. Reactants: C(C)(=O)OC1=CC=C(C=C)C=C1 (p-acetoxystyrene), C(C)(C)(C)OC1=CC=C(C=C)C=C1 (p-tert-butoxystyrene), N(=NC(C(=O)OC)(C)C)C(C(=O)OC)(C)C (V-601), N(=NC(C(=O)[O-])(CC)C)C(C(=O)[O-])(CC)C (2,2′-azobis(methyl 2-methylpropionate)). Solvent: C(C)(C)O (isopropanol), O (water). Conditions: time 6 hour. The product is OC1=CC=C(C=C)C=C1.C(C)(C)(C)OC1=CC=C(C=C)C=C1 (p-hydroxystyrene p-tert-butoxystyrene). As a reaction SMILES: C([O:4][C:5]1[CH:12]=[CH:11][C:8]([CH:9]=[CH2:10])=[CH:7][CH:6]=1)(=O)C.[C:13]([O:17][C:18]1[CH:25]=[CH:24][C:21]([CH:22]=[CH2:23])=[CH:20][CH:19]=1)([CH3:16])([CH3:15])[CH3:14].N(C(C)(CC)C([O-])=O)=NC(C)(CC)C([O-])=O.N(C(C)(C)C(OC)=O)=NC(C)(C)C(OC)=O>C(O)(C)C.O>[OH:4][C:5]1[CH:12]=[CH:11][C:8]([CH:9]=[CH2:10])=[CH:7][CH:6]=1.[C:13]([O:17][C:18]1[CH:19]=[CH:20][C:21]([CH:22]=[CH2:23])=[CH:24][CH:25]=1)([CH3:16])([CH3:14])[CH3:15] |f:6.7|. Reported procedure: In 400 mL of isopropanol, 56.7 g of p-acetoxystyrene and 26.4 g of p-tert-butoxystyrene were dissolved, then 8.3 g of 2,2′-azobis(methyl 2-methylpropionate) (V-601: trade name of a product from Wako Pure Chemicals Ind., Ltd.) was added, followed by reacting at 80° C. for 6 hours under nitrogen gas flow. After the reaction, said reaction solution obtained was poured into 10 L of water for precipitation, followed by filtering off deposited crystal. The thus obtained crystal was added to 450 mL of ... The reactants are NC=1C=CC=C2C=CC(=CC12)O (8-amino-2-naphthol), N1C=NC=C1 (imidazole), [Si](C1=CC=CC=C1)(C1=CC=CC=C1)(C(C)(C)C)Cl (tert-butyldiphenylsilyl chloride), O (water). Isolated yield 360.5%. Run at time 48 hour. Reaction SMILES: [NH2:1][C:2]1[CH:3]=[CH:4][CH:5]=[C:6]2[C:11]=1[CH:10]=[C:9]([OH:12])[CH:8]=[CH:7]2.N1C=CN=C1.[Si:18](Cl)([C:31]([CH3:34])([CH3:33])[CH3:32])([C:25]1[CH:30]=[CH:29][CH:28]=[CH:27][CH:26]=1)[C:19]1[CH:24]=[CH:23][CH:22]=[CH:21][CH:20]=1.O>CN(C)C=O>[NH2:1][C:2]1[CH:3]=[CH:4][CH:5]=[C:6]2[C:11]=1[CH:10]=[C:9]([O:12][Si:18]([C:31]([CH3:34])([CH3:33])[CH3:32])([C:25]1[CH:26]=[CH:27][CH:28]=[CH:29][CH:30]=1)[C:19]1[CH:24]=[CH:23][CH:22]=[CH:21][CH:20]=1)[CH:8]=[CH:7]2. The product is NC=1C=CC=C2C=CC(=CC12)O[Si](C1=CC=CC=C1)(C1=CC=CC=C1)C(C)(C)C (8-Amino-2-[(tert-butyldiphenylsilyl)oxy]-naphthalene). Reported procedure: To a solution of 8-amino-2-naphthol (5.0 g, 31.4 mmol) in 200 mL of dimethylformamide was added imidazole (2.4 g, 34 mmol) and tert-butyldiphenylsilyl chloride (8.6 mL, 33 mmol). After 48 hours, water was added and the reaction was stirred overnight. The solution was partitioned between EtOAc and water, washed with brine, dried (MgSO4), filtered, and concentrated in vacuo to provide the titled product (45.0 g). The crude product was purified by silica gel chromatography (10% EtOAc/hexane) to pro... Run in CN(C=O)C (dimethylformamide). Starting materials: COC1=CC(=C(C(=C1)C)S(=O)(=O)Cl)C (4-methoxy-2,6-dimethylbenzenesulfonyl chloride), Cl.Cl.Cl.NCC1=NN=C(O1)C(=O)N1CCN(CC1)CC1CCN(CC1)C ((5-Amino methyl-1,3,4-oxadiazol-2-yl)-[4-(1-methyl-piperidin-4-ylmethyl)-piperazin-1-yl]-methanone trihydrochloride), CCN(C(C)C)C(C)C (DIPEA). The solvent is C(=O)(O)[O-].[Na+] (NaHCO3), C(Cl)Cl (DCM). Conditions: temperature -30 celsius, time 30 minute. Yields the product COC1=CC(=C(C(=C1)C)S(=O)(=O)NCC=1OC(=NN1)C(=O)N1CCN(CC1)CC1CCN(CC1)C)C (4-Methoxy-2,6-dimethyl-N-{5-[4-(1-methyl-piperidin-4-ylmethyl)-piperazine-1-carbonyl]-1,3,4-oxadiazol-2-ylmethyl}-benzenesulfonamide). As a reaction SMILES: [CH3:1][O:2][C:3]1[CH:8]=[C:7]([CH3:9])[C:6]([S:10](Cl)(=[O:12])=[O:11])=[C:5]([CH3:14])[CH:4]=1.Cl.Cl.Cl.[NH2:18][CH2:19][C:20]1[O:24][C:23]([C:25]([N:27]2[CH2:32][CH2:31][N:30]([CH2:33][CH:34]3[CH2:39][CH2:38][N:37]([CH3:40])[CH2:36][CH2:35]3)[CH2:29][CH2:28]2)=[O:26])=[N:22][N:21]=1.CCN(C(C)C)C(C)C>C(Cl)Cl.C([O-])(O)=O.[Na+]>[CH3:1][O:2][C:3]1[CH:8]=[C:7]([CH3:9])[C:6]([S:10]([NH:18][CH2:19][C:20]2[O:24][C:23]([C:25]([N:27]3[CH2:32][CH2:31][N:30]([CH2:33][CH:34]4[CH2:39][CH2:38][N:37]([CH3:40])[CH2:36][CH2:35]4)[CH2:29][CH2:28]3)=[O:26])=[N:22][N:21]=2)(=[O:12])=[O:11])=[C:5]([CH3:14])[CH:4]=1 |f:1.2.3.4,7.8|. Reported procedure: 4-methoxy-2,6-dimethylbenzenesulfonyl chloride (118 mg, 0.5 mmol) was added to a suspension of (5-Amino methyl-1,3,4-oxadiazol-2-yl)-[4-(1-methyl-piperidin-4-ylmethyl)-piperazin-1-yl]-methanone trihydrochloride (200 mg, 0.43 mmol) in DCM, under N2 and the mixture was cooled to −30° C. DIPEA (376 μL, 2.15 mmol) was added over about 3 min and the resultant pink solution was stirred at −30° C. for 30 min and then at ambient temperature for 16 h. The mixture was diluted with saturated aqueous NaHCO3... Reactants: CC(C)(OC(=O)NC(=NC(=O)OC(C)(C)C)NCCCCCCC(NC(O[Si](C(C)(C)C)(C)C)C(=O)OC)=O)C (3-[[(1,1-dimethylethoxy)carbonyl]amino]-13-(methoxycarbonyl)-15,15,16,16-tetramethyl-11-oxo-14-oxa-2,4,12-triaza-15-silaheptadec-2-enoic acid, 1,1-dimethylethyl ester), O (water), Cl (hydrochloric acid), [OH-].[Na+] (sodium hydroxide). Run in COCCOC (1,2-dimethoxyethane), ClCCl (dichloromethane). Reaction conditions: time 10 minute. Yields the product CC(C)(OC(=O)NC(=NC(=O)OC(C)(C)C)NCCCCCCC(NC(O[Si](C(C)(C)C)(C)C)C(=O)O)=O)C (3-[[(1,1-Dimethylethoxy)carbonyl]amino]-13-(carboxy)-15,15,16,16-tetramethyl-11-oxo-14-oxa-2,4,12-triaza-15-silaheptadec-2-enoic Acid, 1,1-dimethylethyl Ester), oil. Isolated yield 99.5%. As a reaction SMILES: [CH3:1][C:2]([CH3:40])([O:4][C:5]([NH:7][C:8]([NH:17][CH2:18][CH2:19][CH2:20][CH2:21][CH2:22][CH2:23][C:24](=[O:39])[NH:25][CH:26]([C:35]([O:37]C)=[O:36])[O:27][Si:28]([CH3:34])([CH3:33])[C:29]([CH3:32])([CH3:31])[CH3:30])=[N:9][C:10]([O:12][C:13]([CH3:16])([CH3:15])[CH3:14])=[O:11])=[O:6])[CH3:3].[OH-].[Na+].O.Cl>COCCOC.ClCCl>[CH3:15][C:13]([CH3:16])([O:12][C:10]([NH:9][C:8]([NH:17][CH2:18][CH2:19][CH2:20][CH2:21][CH2:22][CH2:23][C:24](=[O:39])[NH:25][CH:26]([C:35]([OH:37])=[O:36])[O:27][Si:28]([CH3:33])([CH3:34])[C:29]([CH3:31])([CH3:30])[CH3:32])=[N:7][C:5]([O:4][C:2]([CH3:1])([CH3:3])[CH3:40])=[O:6])=[O:11])[CH3:14] |f:1.2|. Procedure details: 1.73 g (2.94.10-3 mol) of 3-[[(1,1-dimethylethoxy)carbonyl]amino]-13-(methoxycarbonyl)-15,15,16,16-tetramethyl-11-oxo-14-oxa-2,4,12-triaza-15-silaheptadec-2-enoic acid, 1,1-dimethylethyl ester are dissolved in 4 ml of 1,2-dimethoxyethane, and 4 ml of molar aqueous sodium hydroxide solution are added. The reaction mixture is stirred for 10 minutes at room temperature, 20 ml of water and 20 ml of dichloromethane are then added and the mixture is acidified to pH 2 with 1N hydrochloric acid, with th... Reaction SMILES: [Cl:1][c:2]1[n:3][c:4]2[cH:5][cH:6][cH:7][c:8]([Cl:12])[c:9]2[cH:10][cH:11]1.[NH:13]1[CH2:14][CH2:15][CH:16]([CH2:19][CH2:20][OH:21])[CH2:17][CH2:18]1>>[c:2]1([N:13]2[CH2:14][CH2:15][CH:16]([CH2:19][CH2:20][OH:21])[CH2:17][CH2:18]2)[n:3][c:4]2[cH:5][cH:6][cH:7][c:8]([Cl:12])[c:9]2[cH:10][cH:11]1. Reactants: Clc1ccc2c(Cl)cccc2n1, OCCC1CCNCC1. The product is OCCC1CCN(c2ccc3c(Cl)cccc3n2)CC1. Reactants: ClC=1C=C(C=CC1Cl)NC=1C=C2CC(CC2=CC1)NC1=C(C(=O)OC)C=C(C=C1)[N+](=O)[O-] (methyl 2-[5-(3,4-dichlorophenylamino)-indan-2-ylamino]-5-nitro-benzoate), [OH-].[Na+] (sodium hydroxide). The solvent is C1CCOC1.CO (THF MeOH). Product: ClC=1C=C(C=CC1Cl)NC=1C=C2CC(CC2=CC1)NC1=C(C(=O)O)C=C(C=C1)[N+](=O)[O-] (2-[5-(3,4-dichlorophenylamino)-indan-2-ylamino]-5-nitro-benzoic acid). Isolated yield 18.0%. As a reaction SMILES: [Cl:1][C:2]1[CH:3]=[C:4]([NH:9][C:10]2[CH:11]=[C:12]3[C:16](=[CH:17][CH:18]=2)[CH2:15][CH:14]([NH:19][C:20]2[CH:29]=[CH:28][C:27]([N+:30]([O-:32])=[O:31])=[CH:26][C:21]=2[C:22]([O:24]C)=[O:23])[CH2:13]3)[CH:5]=[CH:6][C:7]=1[Cl:8].[OH-].[Na+]>C1COCC1.CO>[Cl:1][C:2]1[CH:3]=[C:4]([NH:9][C:10]2[CH:11]=[C:12]3[C:16](=[CH:17][CH:18]=2)[CH2:15][CH:14]([NH:19][C:20]2[CH:29]=[CH:28][C:27]([N+:30]([O-:32])=[O:31])=[CH:26][C:21]=2[C:22]([OH:24])=[O:23])[CH2:13]3)[CH:5]=[CH:6][C:7]=1[Cl:8] |f:1.2,3.4|. Procedure details: By following the procedure of Example 4, methyl 2-[5-(3,4-dichlorophenylamino)-indan-2-ylamino]-5-nitro-benzoate was reacted with sodium hydroxide in THF/MeOH to give 2-[5-(3,4-dichlorophenylamino)-indan-2-ylamino]-5-nitro-benzoic acid (0.017 g, 18% yield). MS (APCI) m/z 457.9 (M++1). Starting materials: CCOC(=O)C(C)Br, O=C([O-])[O-], CCc1cnc(NCCc2ccc(O)cc2)nc1, CC#N, [Cs+], [Cs+]. Yields the product CCOC(=O)C(C)Oc1ccc(CCNc2ncc(CC)cn2)cc1. RXN SMILES: [Br:19][CH:20]([C:21](=[O:22])[O:23][CH2:24][CH3:25])[CH3:26].[C:27](=[O:28])([O-:29])[O-:30].[CH2:1]([CH3:2])[c:3]1[cH:4][n:5][c:6]([NH:9][CH2:10][CH2:11][c:12]2[cH:13][cH:14][c:15]([OH:18])[cH:16][cH:17]2)[n:7][cH:8]1.[CH3:33][C:34]#[N:35].[Cs+:31].[Cs+:32]>>[CH2:1]([CH3:2])[c:3]1[cH:4][n:5][c:6]([NH:9][CH2:10][CH2:11][c:12]2[cH:13][cH:14][c:15]([O:18][CH:20]([C:21](=[O:22])[O:23][CH2:24][CH3:25])[CH3:26])[cH:16][cH:17]2)[n:7][cH:8]1. Reactants: C(CCCCCCCCCCCCCCC)(=O)Cl (palmitoyl chloride), O.O.[C@@H]1([C@H](O)[C@H](O)[C@@H](CO)O1)N1C=NC=2C(=O)NC(=O)NC12 (xanthosine dihydrate), ice. The reagents and catalysts are CN(C)C1=CC=NC=C1 (N,N-dimethyl-4-aminopyridine). Solvent: CN(C=O)C (N,N-dimethylformamide). Conditions: temperature 25 celsius, time 18 hour. Product: C(CCCCCCCCCCCCCCC)(=O)[C@@]1([C@H](O)[C@H](O)[C@@H](CO)O1)N1C=NC=2C(=O)NC(=O)NC12 (Palmitoylxanthosine). RXN SMILES: O.O.[C@@H:3]1([N:12]2[C:22]3[NH:21][C:19](=[O:20])[NH:18][C:16](=[O:17])[C:15]=3[N:14]=[CH:13]2)[O:11][C@H:8]([CH2:9][OH:10])[C@@H:6]([OH:7])[C@H:4]1[OH:5].[C:23](Cl)(=[O:39])[CH2:24][CH2:25][CH2:26][CH2:27][CH2:28][CH2:29][CH2:30][CH2:31][CH2:32][CH2:33][CH2:34][CH2:35][CH2:36][CH2:37][CH3:38]>CN(C1C=CN=CC=1)C.CN(C)C=O>[C:23]([C@@:3]1([N:12]2[C:22]3[NH:21][C:19](=[O:20])[NH:18][C:16](=[O:17])[C:15]=3[N:14]=[CH:13]2)[O:11][C@H:8]([CH2:9][OH:10])[C@@H:6]([OH:7])[C@H:4]1[OH:5])(=[O:39])[CH2:24][CH2:25][CH2:26][CH2:27][CH2:28][CH2:29][CH2:30][CH2:31][CH2:32][CH2:33][CH2:34][CH2:35][CH2:36][CH2:37][CH3:38] |f:0.1.2|. Procedure details: To a 50 mL flask was added xanthosine dihydrate (1.0 g, 3.52 mmol) and N,N-dimethyl-4-aminopyridine (0.0086 g, 0.07 mmol). N,N-dimethylformamide (16 mL) was added via cannula with stirring, the flask was purged with argon gas and pyridine (8 mL) was added via cannula. The slurry was allowed to cool 10 min. in an ice/NaCl bath and palmitoyl chloride (1.6 mL, 9.2 mmol) was added dropwise. The mixture was allowed to stir while it slowly warmed to 25° C. After 18 h, the mixture was poured into 300 m...